This data is from the Open Reaction Database (ORD), a public repository of structured organic reaction records. The task is: describe an organic reaction: reactants, conditions, products, and yield Reactants: CC(C1=CC(=C(C=C1)C)Cl)N1NC(=CC1=O)Cl (1-(α-methyl-3-chloro-4-methylbenzyl)-3-chloropyrazol-5-one), N (ammonia). The solvent is C(C)O (ethanol). Conditions: temperature 150 celsius. Product: NC=1NN(C(C1)=O)C(C1=CC(=C(C=C1)C)Cl)C (3-Amino- 1-(α,4-dimethyl-3-chlorobenzyl)-pyrazol-5-one). As a reaction SMILES: [CH3:1][CH:2]([N:11]1[C:15](=[O:16])[CH:14]=[C:13](Cl)[NH:12]1)[C:3]1[CH:8]=[CH:7][C:6]([CH3:9])=[C:5]([Cl:10])[CH:4]=1.[NH3:18]>C(O)C>[NH2:18][C:13]1[NH:12][N:11]([CH:2]([CH3:1])[C:3]2[CH:8]=[CH:7][C:6]([CH3:9])=[C:5]([Cl:10])[CH:4]=2)[C:15](=[O:16])[CH:14]=1. Reported procedure: 0.2 mol of 1-(α-methyl-3-chloro-4-methylbenzyl)-3-chloropyrazol-5-one was dissolved in 100 ml of ethanol, 17 g of ammonia were added and the mixture was heated to 150°C for 2 hours in a stirred autoclave. After concentrating the reaction solution, the crude product was obtained. It was recrystallized twice from ethanol. Reactants: CCOC(C)=O, CCCCCC, CC(C)C=Cc1c(C(C)C)nc(C(C)C)c(CO)c1-c1ccc(F)cc1. Yields the product CC(C)CCc1c(C(C)C)nc(C(C)C)c(CO)c1-c1ccc(F)cc1. RXN SMILES: [C:33]([O:34][CH2:35][CH3:36])(=[O:37])[CH3:38].[CH3:27][CH2:28][CH2:29][CH2:30][CH2:31][CH3:32].[CH:1]([CH3:2])([CH3:3])[c:4]1[n:5][c:6]([CH:24]([CH3:25])[CH3:26])[c:7]([CH:19]=[CH:20][CH:21]([CH3:22])[CH3:23])[c:8](-[c:12]2[cH:13][cH:14][c:15]([F:18])[cH:16][cH:17]2)[c:9]1[CH2:10][OH:11]>>[CH:1]([CH3:2])([CH3:3])[c:4]1[n:5][c:6]([CH:24]([CH3:25])[CH3:26])[c:7]([CH2:19][CH2:20][CH:21]([CH3:22])[CH3:23])[c:8](-[c:12]2[cH:13][cH:14][c:15]([F:18])[cH:16][cH:17]2)[c:9]1[CH2:10][OH:11]. Run in CC1=CC=CC=C1. Reactants: CN1CCC(CC1)CN, C1=CC(=CC(=C1)OC(F)(F)F)C2=CN=C3N2N=C(C=C3)Cl. Yields the product CN1CCC(CC1)CNC2=NN3C(=NC=C3C4=CC(=CC=C4)OC(F)(F)F)C=C2. Isolated yield 35.9%. Conditions: temperature 110 celsius. Reagents/catalysts: CC(C)(C)[O-].[Na+], CN(C)C1=CC=CC=C1C2=CC=CC=C2P(C3CCCCC3)C4CCCCC4, C1=CC=C(C=C1)/C=C/C(=O)/C=C/C2=CC=CC=C2.C1=CC=C(C=C1)/C=C/C(=O)/C=C/C2=CC=CC=C2.C1=CC=C(C=C1)/C=C/C(=O)/C=C/C2=CC=CC=C2.[Pd].[Pd]. Procedure: A 300 ml round bottom lfask was charged with a magnetic stir bar, toluene (39 ml), 6-chloro-3-(3-(trifluoromethoxy)phenyl)imidazo[1,2-b]pyridazine (1.1 g, 3.51 mmol), Pd2(dba)3 (0.321 g, 0.35 mmol), 2-(DIMETHYLAMINO)-2'-(DICYCLOHEXYLPHOSPHINO)BIPHENYL (0.414 g, 1.05 mmol), SODIUM TERT-BUTOXIDE (1.011 g, 10.52 mmol), and (1-methylpiperidin-4-yl)methanamine (0.674 g, 5.26 mmol). The mixture was degassed with N2, the vessel fitted with a reflux condenser, and then placed in an oil bath heated to 11... Starting materials: CCCC[N+](CCCC)(CCCC)CCCC, Cc1ccccc1, OCCCCl, Oc1c(Cl)cc(OCC=C(Cl)Cl)cc1Cl, [I-], [Na+], [OH-], O, O=S(=O)(O)O. Product: OCCCOc1c(Cl)cc(OCC=C(Cl)Cl)cc1Cl. RXN SMILES: [CH2:29]([N+:30]([CH2:31][CH2:32][CH2:33][CH3:34])([CH2:35][CH2:36][CH2:37][CH3:38])[CH2:39][CH2:40][CH2:41][CH3:42])[CH2:43][CH2:44][CH3:45].[CH3:47][c:48]1[cH:49][cH:50][cH:51][cH:52][cH:53]1.[Cl:1][CH2:2][CH2:3][CH2:4][OH:5].[Cl:6][c:7]1[c:8]([OH:20])[c:9]([Cl:19])[cH:10][c:11]([O:13][CH2:14][CH:15]=[C:16]([Cl:17])[Cl:18])[cH:12]1.[I-:28].[Na+:22].[OH-:21].[OH2:46].[S:23](=[O:24])(=[O:25])([OH:26])[OH:27]>>[CH2:2]([CH2:3][CH2:4][OH:5])[O:20][c:8]1[c:7]([Cl:6])[cH:12][c:11]([O:13][CH2:14][CH:15]=[C:16]([Cl:17])[Cl:18])[cH:10][c:9]1[Cl:19]. The product is COc1cc(C)c2c(c1)B(O)OC2CCC(=O)O. As a reaction SMILES: [CH2:23]1[O:24][CH2:25][CH2:26][CH2:27]1.[CH3:1][O:2][C:3]([CH2:4][CH2:5][CH:6]1[c:7]2[c:8]([cH:12][c:13]([O:17][CH3:18])[cH:14][c:15]2[CH3:16])[B:9]([OH:11])[O:10]1)=[O:19].[ClH:22].[Li+:21].[OH-:20].[OH2:28]>>[O:2]=[C:3]([CH2:4][CH2:5][CH:6]1[c:7]2[c:8]([cH:12][c:13]([O:17][CH3:18])[cH:14][c:15]2[CH3:16])[B:9]([OH:11])[O:10]1)[OH:19]. Starting materials: C1CCOC1, COC(=O)CCC1OB(O)c2cc(OC)cc(C)c21, Cl, [Li+], [OH-], O. The reactants are C(C)OC1=C(C(=O)/C=C/C(=O)O)C=C(C(=C1)OCC)OCC (3-(2',4',5'-triethoxybenzoyl)-trans-acrylic acid). The reagents and catalysts are [Pd] (palladium-charcoal). The solvent is CO (methanol). Conditions: time 1 hour. Product: C(C)OC1=C(C(=O)CCC(=O)O)C=C(C(=C1)OCC)OCC (3-(2',4',5'-triethoxybenzoyl)-propionic acid). Reaction SMILES: [CH2:1]([O:3][C:4]1[CH:16]=[C:15]([O:17][CH2:18][CH3:19])[C:14]([O:20][CH2:21][CH3:22])=[CH:13][C:5]=1[C:6](/[CH:8]=[CH:9]/[C:10]([OH:12])=[O:11])=[O:7])[CH3:2]>[Pd].CO>[CH2:1]([O:3][C:4]1[CH:16]=[C:15]([O:17][CH2:18][CH3:19])[C:14]([O:20][CH2:21][CH3:22])=[CH:13][C:5]=1[C:6]([CH2:8][CH2:9][C:10]([OH:12])=[O:11])=[O:7])[CH3:2]. Procedure: A mixture of 1.0 part by weight of 3-(2',4',5'-triethoxybenzoyl)-trans-acrylic acid, 50 parts by volume of methanol and 0.2 part by weight of 5% palladium-charcoal is subjected to catalytic reduction at 25°C under atmospheric pressure for 1 hour. After removal of the catalyst by filtration, the filtrate is evaporated and the residue is recrystallized from aqueous ethanol to give 0.85 part by weight of 3-(2',4',5'-triethoxybenzoyl)-propionic acid as pale yellow needles melting at 150°-151°C. The reactants are [H-].[H-].[H-].[H-].[Li+].[Al+3] (LAH), COC(=O)C=1C=C2CCN(C2=CC1)S(=O)(=O)C1=CC=CC=C1 (1-Benzenesulfonyl-2,3-dihydro-1H-indole-5-carboxylic acid methyl ester). Run in C1CCOC1 (THF). Conditions: time 2 hour. The product is C1(=CC=CC=C1)S(=O)(=O)N1CCC2=CC(=CC=C12)CO ((1-Benzenesulfonyl-2,3-dihydro-1H-indol-5-yl)-methanol). The yield is 65.8%. As a reaction SMILES: [H-].[H-].[H-].[H-].[Li+].[Al+3].C[O:8][C:9]([C:11]1[CH:12]=[C:13]2[C:17](=[CH:18][CH:19]=1)[N:16]([S:20]([C:23]1[CH:28]=[CH:27][CH:26]=[CH:25][CH:24]=1)(=[O:22])=[O:21])[CH2:15][CH2:14]2)=O>C1COCC1>[C:23]1([S:20]([N:16]2[C:17]3[C:13](=[CH:12][C:11]([CH2:9][OH:8])=[CH:19][CH:18]=3)[CH2:14][CH2:15]2)(=[O:21])=[O:22])[CH:24]=[CH:25][CH:26]=[CH:27][CH:28]=1 |f:0.1.2.3.4.5|. Procedure details: LAH (0.10 g, 2.52 mmol) was added to a solution of 11 (0.40 g, 1.26 mmol) in THF (10 mL) at 0° C. The reaction mixture was warmed to room temperature and stirred for 2 h before it was quenched with water and then extracted with CH2Cl2 (15 mL×3). The combined organic layer was dried over anhydrous MgSO4 and concentrated under reduced pressure. The reaction mixture was purified by silica gel chromatography (EtOAc:n-hexane=1:1) to afford 12 (0.24 g). 1H NMR (500 MHz, CDCl3): δ 2.83 (t, J=8.4 Hz, 2H... Starting materials: ON1C(C=2C(C1=O)=CC=CC2)=O (N-hydroxyphthalimide), C1(=CC=CC=C1)P(C1=CC=CC=C1)C1=CC=CC=C1 (triphenylphosphine), OCCCOC1=CC=C(C=C1)C[C@@H](C(=O)OC(C)(C)C)NC(=O)OCC1=CC=CC=C1 (tert-butyl (2S)-3-[4-(3-hydroxypropoxy)phenyl]-2-[(phenylmethoxy)carbonylamino]propanoate), N(=NC(=O)OCC)C(=O)OCC (diethyl azodicarboxylate). The solvent is O1CCCC1 (tetrahydrofuran). Reaction conditions: time 8 hour. The product is O=C1N(C(C2=CC=CC=C12)=O)OCCCOC1=CC=C(C=C1)C[C@@H](C(=O)OC(C)(C)C)NC(=O)OCC1=CC=CC=C1 (tert-butyl (2S)-3-{4-[3-(1,3-dioxoisoindolin-2-yloxy)propoxy]phenyl}-2-[(phenylmethoxy)carbonylamino]propanoate). Isolated yield 97.0%. As a reaction SMILES: [OH:1][CH2:2][CH2:3][CH2:4][O:5][C:6]1[CH:11]=[CH:10][C:9]([CH2:12][C@H:13]([NH:21][C:22]([O:24][CH2:25][C:26]2[CH:31]=[CH:30][CH:29]=[CH:28][CH:27]=2)=[O:23])[C:14]([O:16][C:17]([CH3:20])([CH3:19])[CH3:18])=[O:15])=[CH:8][CH:7]=1.O[N:33]1[C:37](=[O:38])[C:36]2=[CH:39][CH:40]=[CH:41][CH:42]=[C:35]2[C:34]1=[O:43].C1(P(C2C=CC=CC=2)C2C=CC=CC=2)C=CC=CC=1.N(C(OCC)=O)=NC(OCC)=O>O1CCCC1>[O:43]=[C:34]1[C:35]2[C:36](=[CH:39][CH:40]=[CH:41][CH:42]=2)[C:37](=[O:38])[N:33]1[O:1][CH2:2][CH2:3][CH2:4][O:5][C:6]1[CH:7]=[CH:8][C:9]([CH2:12][C@H:13]([NH:21][C:22]([O:24][CH2:25][C:26]2[CH:27]=[CH:28][CH:29]=[CH:30][CH:31]=2)=[O:23])[C:14]([O:16][C:17]([CH3:20])([CH3:18])[CH3:19])=[O:15])=[CH:10][CH:11]=1. Reported procedure: A mixture of tert-butyl (2S)-3-[4-(3-hydroxypropoxy)phenyl]-2-[(phenylmethoxy)carbonylamino]propanoate (0.215 g, 0.5 mmol), as prepared in the preceding step, N-hydroxyphthalimide ((0.098 g, 0.6 mmol), and triphenylphosphine (0.157 g, 0.6 mmol) in anhydrous tetrahydrofuran (10 mL) was treated with diethyl azodicarboxylate (0.095 g, 0.6 mmol). The reaction mixture was allowed to stir at room temperature overnight. The reaction mixture was evaporated to dryness and the residue was placed on a sili... Starting materials: CCOC(=O)CC(=O)OCC, CC(C)[Mg+], O=Cc1ccccc1, CC(C)O[Ti](OC(C)C)(OC(C)C)OC(C)C, [Cl-], Cl. Product: CCOC(=O)C(Cc1ccccc1)C(=O)OCC. RXN SMILES: [C:1]([CH2:2][C:3](=[O:4])[O:5][CH2:6][CH3:7])(=[O:8])[O:9][CH2:10][CH3:11].[CH:13]([Mg+:14])([CH3:15])[CH3:16].[CH:17](=[O:18])[c:19]1[cH:20][cH:21][cH:22][cH:23][cH:24]1.[CH:26]([O:27][Ti:28]([O:29][CH:30]([CH3:31])[CH3:32])([O:33][CH:34]([CH3:35])[CH3:36])[O:37][CH:38]([CH3:39])[CH3:40])([CH3:41])[CH3:42].[Cl-:12].[ClH:25]>>[C:1]([CH:2]([C:3](=[O:4])[O:5][CH2:6][CH3:7])[CH2:17][c:19]1[cH:20][cH:21][cH:22][cH:23][cH:24]1)(=[O:8])[O:9][CH2:10][CH3:11].